Dataset: the Open Reaction Database (ORD), a public repository of structured organic reaction records. Task: describe an organic reaction: reactants, conditions, products, and yield The reactants are C1CCOC1, [Li]CCCC, CSc1ncn2ccsc12, CCCCCC, C[Si](C)(C)Cl, [Cl-], [NH4+]. Yields the product CSc1ncn2cc([Si](C)(C)C)sc12. RXN SMILES: [CH2:29]1[O:30][CH2:31][CH2:32][CH2:33]1.[CH2:7]([Li:8])[CH2:9][CH2:10][CH3:11].[CH3:12][S:13][c:14]1[n:15][cH:16][n:17]2[c:18]1[s:19][cH:20][cH:21]2.[CH3:1][CH2:2][CH2:3][CH2:4][CH2:5][CH3:6].[CH3:22][Si:23]([CH3:24])([CH3:25])[Cl:26].[Cl-:27].[NH4+:28]>>[CH3:12][S:13][c:14]1[n:15][cH:16][n:17]2[c:18]1[s:19][c:20]([Si:23]([CH3:22])([CH3:24])[CH3:25])[cH:21]2. Reactants: S1C(=NC=C1)C(C)=O (1-(1,3-thiazol-2-yl)ethanone), C(OC)(OC)=O (dimethyl carbonate), [H-].[Na+] (sodium hydride), [H-].[Na+] (sodium hydride), Cl (hydrochloric acid). Run in C(C)(=O)OCC (ethyl acetate), O (Water), O1CCCC1 (tetrahydrofuran). Reaction conditions: time 16 hour. The product is O=C(CC(=O)OC)C=1SC=CN1 (methyl 3-oxo-3-(1,3-thiazol-2-yl)propionate). As a reaction SMILES: [S:1]1[CH:5]=[CH:4][N:3]=[C:2]1[C:6](=[O:8])[CH3:7].[C:9](=O)([O:12]C)[O:10][CH3:11].[H-].[Na+].Cl>C(OCC)(=O)C.O.O1CCCC1>[O:8]=[C:6]([C:2]1[S:1][CH:5]=[CH:4][N:3]=1)[CH2:7][C:9]([O:10][CH3:11])=[O:12] |f:2.3|. Procedure: To 50 mL of a tetrahydrofuran solution containing 5.0 g of 1-(1,3-thiazol-2-yl)ethanone, 6.3 mL of dimethyl carbonate and 3.0 g of 60% sodium hydride were added at 10° C. The temperature of the reaction mixture was increased to room temperature, and the mixture was stirred for 16 hours. Thereto was further added 0.75 g of 60% sodium hydride, and the mixture was stirred for 4 hours. Water and ethyl acetate were then added thereto, and the reaction mixture was adjusted to pH 3.0 with 6 mol/L hydro... The reactants are CC1(C2=C(C(=CC=C2)P(C3=CC=CC=C3)C4=CC=CC=C4)OC5=C(C=CC=C51)P(C6=CC=CC=C6)C7=CC=CC=C7)C (Xantphos), C([O-])([O-])=O.[Cs+].[Cs+] (cesium carbonate), ClC1=NC=CC(=N1)C(F)(F)F (2-chloro-4-(trifluoromethyl)pyrimidine), NC=1C=C(C=C(C1)N1CCOCC1)C1=CC=CC(=N1)C1(CCC1)O (1-{6-[3-amino-5-(morpholin-4-yl)phenyl]pyridin-2-yl}cyclobutanol). Reagents/catalysts: C(C)(=O)[O-].[Pd+2].C(C)(=O)[O-] (palladium(II) acetate). Run in O1CCOCC1 (dioxane), O (water). Reaction conditions: temperature 100 celsius, time 5 hour. The product is N1(CCOCC1)C=1C=C(C=C(C1)NC1=NC=CC(=N1)C(F)(F)F)C1=CC=CC(=N1)C1(CCC1)O (1-{6-[3-(morpholin-4-yl)-5-{[4-(trifluoromethyl)pyrimidin-2-yl]amino}phenyl]pyridin-2-yl}cyclobutanol). RXN SMILES: CC1(C)C2C(=C(P(C3C=CC=CC=3)C3C=CC=CC=3)C=CC=2)OC2C(P(C3C=CC=CC=3)C3C=CC=CC=3)=CC=CC1=2.C(=O)([O-])[O-].[Cs+].[Cs+].Cl[C:50]1[N:55]=[C:54]([C:56]([F:59])([F:58])[F:57])[CH:53]=[CH:52][N:51]=1.[NH2:60][C:61]1[CH:62]=[C:63]([C:73]2[N:78]=[C:77]([C:79]3([OH:83])[CH2:82][CH2:81][CH2:80]3)[CH:76]=[CH:75][CH:74]=2)[CH:64]=[C:65]([N:67]2[CH2:72][CH2:71][O:70][CH2:69][CH2:68]2)[CH:66]=1>O1CCOCC1.O.C([O-])(=O)C.[Pd+2].C([O-])(=O)C>[N:67]1([C:65]2[CH:64]=[C:63]([C:73]3[N:78]=[C:77]([C:79]4([OH:83])[CH2:82][CH2:81][CH2:80]4)[CH:76]=[CH:75][CH:74]=3)[CH:62]=[C:61]([NH:60][C:50]3[N:55]=[C:54]([C:56]([F:59])([F:58])[F:57])[CH:53]=[CH:52][N:51]=3)[CH:66]=2)[CH2:72][CH2:71][O:70][CH2:69][CH2:68]1 |f:1.2.3,8.9.10|. Procedure: Xantphos (93 mg, 0.161 mmol), palladium(II) acetate (24.2 mg, 0.108 mmol), and cesium carbonate (350 mg, 1.08 mmol) were added to a degassed solution of 2-chloro-4-(trifluoromethyl)pyrimidine (103 mg, 0.565 mmol), 1-{6-[3-amino-5-(morpholin-4-yl)phenyl]pyridin-2-yl}cyclobutanol (175 mg, 0.538 mmol) in dioxane (45.3 mL) and the reaction mixture was heated to 100° C. for 2 hours and then for 5 hours at 115° C. Then, the reaction mixture was cooled to room temperature, diluted with water, extracted... Reactants: C(C)OC(COC1=C(C=C(C=C1)SC1=CC(=CC(=C1)C#CCC1=CC=CC=C1)O)C)=O ({4-[3-Hydroxy-5-(3-phenyl-prop-1-ynyl)-phenylsulfanyl]-2-methyl-phenoxy}-acetic acid ethyl ester), N1(CCOCC1)CCCO (3-morpholin-4-yl-propan-1-ol), C(CCC)P(CCCC)CCCC (tributylphosphine), N(=NC(=O)N1CCCCC1)C(=O)N1CCCCC1 (1,1′-(azodicarbonyl)dipiperidine). Conditions: time 1 hour. Procedure: {4-[3-Hydroxy-5-(3-phenyl-prop-1-ynyl)-phenylsulfanyl]-2-methyl-phenoxy}-acetic acid ethyl ester (200 mg; 0.46 mmol), 3-morpholin-4-yl-propan-1-ol (101 mg; 0.69 mmol), tributylphosphine (0.28 mL; 1.39 mmol) and 1,1′-(azodicarbonyl)dipiperidine (0.35 g; 1.39 mmol) were dissolved in THF (15 mL) in a dried reaction flask under an atmosphere of nitrogen. After stirring for 1 h the reaction mixture was purified by prep. HPLC (method A). Yield: 200 mg. HPLC-MS: m/z: 560.5 (M+H); Rt: 2.07 min. Run in C1CCOC1 (THF). RXN SMILES: [CH2:1]([O:3][C:4](=[O:31])[CH2:5][O:6][C:7]1[CH:12]=[CH:11][C:10]([S:13][C:14]2[CH:19]=[C:18]([C:20]#[C:21][CH2:22][C:23]3[CH:28]=[CH:27][CH:26]=[CH:25][CH:24]=3)[CH:17]=[C:16]([OH:29])[CH:15]=2)=[CH:9][C:8]=1[CH3:30])[CH3:2].[N:32]1([CH2:38][CH2:39][CH2:40]O)[CH2:37][CH2:36][O:35][CH2:34][CH2:33]1.C(P(CCCC)CCCC)CCC.N(C(N1CCCCC1)=O)=NC(N1CCCCC1)=O>C1COCC1>[CH2:1]([O:3][C:4](=[O:31])[CH2:5][O:6][C:7]1[CH:12]=[CH:11][C:10]([S:13][C:14]2[CH:19]=[C:18]([C:20]#[C:21][CH2:22][C:23]3[CH:28]=[CH:27][CH:26]=[CH:25][CH:24]=3)[CH:17]=[C:16]([O:29][CH2:40][CH2:39][CH2:38][N:32]3[CH2:37][CH2:36][O:35][CH2:34][CH2:33]3)[CH:15]=2)=[CH:9][C:8]=1[CH3:30])[CH3:2]. Product: C(C)OC(COC1=C(C=C(C=C1)SC1=CC(=CC(=C1)C#CCC1=CC=CC=C1)OCCCN1CCOCC1)C)=O ({2-Methyl-4-[3-(3-morpholin-4-yl-propoxy)-5-(3-phenyl-prop-1-ynyl)-phenylsulfanyl]-phenoxy}-acetic Acid Ethyl Ester).